This data is from the Open Reaction Database (ORD), a public repository of structured organic reaction records. The task is: describe an organic reaction: reactants, conditions, products, and yield Starting materials: FC1=C(C=CC(=C1)F)C1=C(C=CC(=C1)F)C(C)=O (1-(2′,4′,5-trifluoro-1,1′-biphenyl-2-yl)ethanone), C(C)(=O)[O-].[NH4+] (ammonium acetate), C(#N)[BH3-].[Na+] (sodium cyanoborohydride). Run in CO (methanol). Product: FC1=C(C=CC(=C1)F)C1=C(C=CC(=C1)F)C(C)N (1-(2′,4′,5-Trifluoro-1,1′-biphenyl-2-yl)ethylamine). Reaction SMILES: [F:1][C:2]1[CH:7]=[C:6]([F:8])[CH:5]=[CH:4][C:3]=1[C:9]1[CH:14]=[C:13]([F:15])[CH:12]=[CH:11][C:10]=1[C:16](=O)[CH3:17].C([O-])(=O)C.[NH4+].C([BH3-])#[N:25].[Na+]>CO>[F:1][C:2]1[CH:7]=[C:6]([F:8])[CH:5]=[CH:4][C:3]=1[C:9]1[CH:14]=[C:13]([F:15])[CH:12]=[CH:11][C:10]=1[CH:16]([NH2:25])[CH3:17] |f:1.2,3.4|. Reported procedure: The title compound was prepared from 1-(2′,4′,5-trifluoro-1,1′-biphenyl-2-yl)ethanone (720 mg, 2.9 mmol), anhydrous methanol (10 mL), ammonium acetate (4.44 g, 58 mmol), and sodium cyanoborohydride (362 g, 5.8 mmol) according to the procedure and in the same manner as described in Example 105, step b. The crude amine was immediately used without further purification in Example 114, step c; The reactants are ClC=1C(C(=C(C(C1Cl)=O)C#N)C#N)=O (2,3-Dichloro-5,6-dicyano-1,4-benzoquinone), [N+](=O)([O-])C=1C=C2CCN(C2=CC1)C1CCN(CC1)C(=O)OC(C)(C)C (tert-Butyl 4-(5-nitroindolin-1-yl)piperidine-1-carboxylate), C(C)(=O)OCC (Ethyl acetate). Solvent: O1CCCC1 (tetrahydrofuran), O1CCCC1 (tetrahydrofuran). Reaction conditions: time 1 hour. The product is [N+](=O)([O-])C=1C=C2C=CN(C2=CC1)C1CCN(CC1)C(=O)OC(C)(C)C (tert-Butyl 4-(5-nitro-1H-indol-1-yl)piperidine-1-carboxylate). The yield is 93.0%. Reaction SMILES: [N+:1]([C:4]1[CH:5]=[C:6]2[C:10](=[CH:11][CH:12]=1)[N:9]([CH:13]1[CH2:18][CH2:17][N:16]([C:19]([O:21][C:22]([CH3:25])([CH3:24])[CH3:23])=[O:20])[CH2:15][CH2:14]1)[CH2:8][CH2:7]2)([O-:3])=[O:2].ClC1C(=O)C(C#N)=C(C#N)C(=O)C=1Cl.C(OCC)(=O)C>O1CCCC1>[N+:1]([C:4]1[CH:5]=[C:6]2[C:10](=[CH:11][CH:12]=1)[N:9]([CH:13]1[CH2:18][CH2:17][N:16]([C:19]([O:21][C:22]([CH3:25])([CH3:24])[CH3:23])=[O:20])[CH2:15][CH2:14]1)[CH:8]=[CH:7]2)([O-:3])=[O:2]. Procedure: tert-Butyl 4-(5-nitroindolin-1-yl)piperidine-1-carboxylate (9.72 mmol, 3.377 g) was stirred at 0° C. in tetrahydrofuran (25 mL). 2,3-Dichloro-5,6-dicyano-1,4-benzoquinone (10.69 mmol, 2.427 g) in tetrahydrofuran was added dropwise. The reaction was stirred at <10° C. for 1 hour. The reaction was stirred for 2 hours at room temperature. Ethyl acetate was added and the reaction washed with saturated sodium bicarbonate solution. The mixture was passed through a celite plug before being separated. T...